This data is from the Open Reaction Database (ORD), a public repository of structured organic reaction records. The task is: describe an organic reaction: reactants, conditions, products, and yield Starting materials: Cl, CCC(=O)Nc1ccc2oc([N+](=O)[O-])c(-c3ccccc3)c2c1, C1CCOC1. Product: CCCNc1ccc2oc([N+](=O)[O-])c(-c3ccccc3)c2c1. Reaction SMILES: [ClH:24].[N+:1](=[O:2])([O-:3])[c:4]1[o:5][c:6]2[c:7]([c:8]1-[c:9]1[cH:10][cH:11][cH:12][cH:13][cH:14]1)[cH:15][c:16]([NH:19][C:20]([CH2:21][CH3:22])=[O:23])[cH:17][cH:18]2.[O:25]1[CH2:26][CH2:27][CH2:28][CH2:29]1>>[N+:1](=[O:2])([O-:3])[c:4]1[o:5][c:6]2[c:7]([c:8]1-[c:9]1[cH:10][cH:11][cH:12][cH:13][cH:14]1)[cH:15][c:16]([NH:19][CH2:20][CH2:21][CH3:22])[cH:17][cH:18]2. The reactants are C(CC)[C@@H]1CC[C@H](CC1)C1CCC(CC1)=O (4-(trans-4-propylcyclohexyl)-cyclohexanone), Cl (hydrochloric acid). Run in O1CCCC1 (tetrahydrofuran). Run at time 2 hour. The product is C(CC)[C@@H]1CC[C@H](CC1)C1CC=C(CC1)C1=CC=C(C=C1)C1=CCC(CC1)[C@@H]1CC[C@H](CC1)CCC (1,4-bis[4-(trans-4-propylcyclohexyl)cyclohexen-1-yl]benzene). Yield: 11.3%. RXN SMILES: [CH2:1]([C@H:4]1[CH2:9][CH2:8][C@H:7]([CH:10]2[CH2:15][CH2:14][C:13](=O)[CH2:12][CH2:11]2)[CH2:6][CH2:5]1)[CH2:2][CH3:3].Cl>O1CCCC1>[CH2:1]([C@H:4]1[CH2:9][CH2:8][C@H:7]([CH:10]2[CH2:15][CH2:14][C:13]([C:4]3[CH:9]=[CH:8][C:7]([C:13]4[CH2:14][CH2:15][CH:10]([C@H:7]5[CH2:8][CH2:9][C@H:4]([CH2:1][CH2:2][CH3:3])[CH2:5][CH2:6]5)[CH2:11][CH:12]=4)=[CH:6][CH:5]=3)=[CH:12][CH2:11]2)[CH2:6][CH2:5]1)[CH2:2][CH3:3]. Reported procedure: A solution of p-dibromobenzene (5.6 g, 0.024 mol) dissolved in tetrahydrofuran (200 ml) was dropwise added to sliced Mg (1.2 g, 0.049 mol) in nitrogen current so as to give soft reflux. After 7 hours, the reaction finished to yield its magnesium bromide, to which a solution of 4-(trans-4-propylcyclohexyl)-cyclohexanone (10.9 g, 0.049 mol) dissolved in tetrahydrofuran (100 ml) was rapidly dropwise added while the temperature was kept at 30° C. or lower. After the addition, the mixture was refluxe... As a reaction SMILES: [Al+3:11].[CH3:14][C:15]([Cl:16])=[O:17].[CH3:1][c:2]1[c:3]([OH:9])[c:4]([CH3:8])[cH:5][cH:6][cH:7]1.[Cl-:10].[Cl-:12].[Cl-:13].[Cl:19][CH2:20][Cl:21].[OH2:18]>>[CH3:1][c:2]1[c:3]([OH:9])[c:4]([CH3:8])[cH:5][c:6]([C:15]([CH3:14])=[O:17])[cH:7]1. Product: CC(=O)c1cc(C)c(O)c(C)c1. Starting materials: [Al+3], CC(=O)Cl, Cc1cccc(C)c1O, [Cl-], [Cl-], [Cl-], ClCCl, O.